From a dataset of the Open Reaction Database (ORD), a public repository of structured organic reaction records. describe an organic reaction: reactants, conditions, products, and yield The reactants are C1C=2C3=C(N=CC2CN(C1)C=1C=C(C(=O)OC)C=CC1)C=CC=C3 (methyl 3-(1,4-dihydrobenzo[c]-2,7-naphthyridin-3(2H)-yl)benzoate), [OH-].[Na+] (sodium hydroxide), O (water), O1C(CCC1)CO (tetrahydrofuran-methanol). The solvent is CO (methanol), C(C)OCC (diethyl ether), CO (methanol), ClCCl.CO (dichloromethane methanol), ClCCl.CO (dichloro-methane methanol). Product: C1C=2C3=C(N=CC2CN(C1)C=1C=C(C(=O)O)C=CC1)C=CC=C3 (3-(1,4-dihydrobenzo[c]-2,7-naphthyridin-3(2H)-yl)benzoic acid), solid. Isolated yield 83.0%. RXN SMILES: [CH2:1]1[CH2:10][N:9]([C:11]2[CH:12]=[C:13]([CH:18]=[CH:19][CH:20]=2)[C:14]([O:16]C)=[O:15])[CH2:8][C:7]2[CH:6]=[N:5][C:4]3[CH:21]=[CH:22][CH:23]=[CH:24][C:3]=3[C:2]1=2.[OH-].[Na+].O.O1CCCC1CO>CO.C(OCC)C.ClCCl.CO>[CH2:1]1[CH2:10][N:9]([C:11]2[CH:12]=[C:13]([CH:18]=[CH:19][CH:20]=2)[C:14]([OH:16])=[O:15])[CH2:8][C:7]2[CH:6]=[N:5][C:4]3[CH:21]=[CH:22][CH:23]=[CH:24][C:3]=3[C:2]1=2 |f:1.2,7.8|. Reported procedure: A 250 mL single-necked, round-bottomed flask was equipped with a magnetic stirrer and stir bar, 125 mL addition funnel, and a nitrogen inlet. To the flask was added a solution of methyl 3-(1,4-dihydrobenzo[c]-2,7-naphthyridin-3(2H)-yl)benzoate (6.0 g, 18.84 mmol) in methanol (60 mL). The stirred batch was treated drop-wise over 10 minutes with a solution of 3 N aqueous sodium hydroxide (38 mL) and methanol (30 mL). A yellow precipitate appeared and re-dissolved. The batch was stirred at ambient ... Reactants: NCCS(=O)(=O)C (2-aminoethyl-methyl-sulfone), ClC1=NC=CC(=N1)C1=C(N=C(S1)C(C)C)C=1C=C(C=CC1)NS(=O)(=O)C=1C=NC=CC1 (N-{3-[5-(2-chloro-4-pyrimidinyl)-2-(1-methylethyl)-1,3-thiazol-4-yl]phenyl}-3-pyridinesulfonamide). The product is CC(C)C=1SC(=C(N1)C=1C=C(C=CC1)NS(=O)(=O)C=1C=NC=CC1)C1=NC(=NC=C1)NCCS(=O)(=O)C (N-{3-[2-(1-Methylethyl)-5-(2-{[2-(methylsulfonyl)ethyl]amino}-4-pyrimidinyl)-1,3-thiazol-4-yl]phenyl}-3-pyridinesulfonamide). As a reaction SMILES: [NH2:1][CH2:2][CH2:3][S:4]([CH3:7])(=[O:6])=[O:5].Cl[C:9]1[N:14]=[C:13]([C:15]2[S:19][C:18]([CH:20]([CH3:22])[CH3:21])=[N:17][C:16]=2[C:23]2[CH:24]=[C:25]([NH:29][S:30]([C:33]3[CH:34]=[N:35][CH:36]=[CH:37][CH:38]=3)(=[O:32])=[O:31])[CH:26]=[CH:27][CH:28]=2)[CH:12]=[CH:11][N:10]=1>>[CH3:22][CH:20]([C:18]1[S:19][C:15]([C:13]2[CH:12]=[CH:11][N:10]=[C:9]([NH:1][CH2:2][CH2:3][S:4]([CH3:7])(=[O:6])=[O:5])[N:14]=2)=[C:16]([C:23]2[CH:24]=[C:25]([NH:29][S:30]([C:33]3[CH:34]=[N:35][CH:36]=[CH:37][CH:38]=3)(=[O:32])=[O:31])[CH:26]=[CH:27][CH:28]=2)[N:17]=1)[CH3:21]. Reported procedure: Following a procedure analogous to the procedure described in Example 1 using 2-aminoethyl-methyl-sulfone (391 mg, 3.18 mmol) and N-{3-[5-(2-chloro-4-pyrimidinyl)-2-(1-methylethyl)-1,3-thiazol-4-yl]phenyl}-3-pyridinesulfonamide (150 mg, 0.318 mmol) the title compound was obtained as a white foam (72 mg, 41% yield). 1H NMR (400 MHz, DMSO-d6) δ ppm 10.60 (s, 1H) 8.84 (d, J=1.8 Hz, 1H) 8.76 (dd, J=4.8, 1.3 Hz, 1H) 8.02-8.13 (m, 2H) 7.58 (dd, J=7.9, 4.8 Hz, 1H) 7.46 (t, J=5.3 Hz, 1H) 7.32 (t, J=8.2 ... As a reaction SMILES: [C:1]([NH:4][C:5]1[N:10]=[C:9]([CH3:11])[CH:8]=[C:7]([N:12]([CH3:14])[CH3:13])[N:6]=1)(=O)[CH3:2].Cl.[CH3:16][N:17](C)[CH2:18]CCl>>[CH3:16][N:17]([CH3:18])[CH2:2][CH2:1][NH:4][C:5]1[N:10]=[C:9]([CH3:11])[CH:8]=[C:7]([N:12]([CH3:14])[CH3:13])[N:6]=1 |f:1.2|. Procedure: Following the procedure of Example 1, Part A 2-acetamido-4-methyl-6-dimethylaminopyrimidine and 2-dimethylaminoethyl chloride hydrochloride, 2-(2-dimethylaminoethylamino)-4-methyl-6-dimethylaminopyrimidine is obtained with a boiling point of 120°-124° C. at 0.03 mm. The reactants are C(C)(=O)NC1=NC(=CC(=N1)C)N(C)C (2-acetamido-4-methyl-6-dimethylaminopyrimidine), Cl.CN(CCCl)C (2-dimethylaminoethyl chloride hydrochloride). Product: CN(CCNC1=NC(=CC(=N1)C)N(C)C)C (2-(2-dimethylaminoethylamino)-4-methyl-6-dimethylaminopyrimidine).